This data is from the Open Reaction Database (ORD), a public repository of structured organic reaction records. The task is: describe an organic reaction: reactants, conditions, products, and yield Reactants: OCC(C(CC#N)=O)(C)C (5-hydroxy-4,4-dimethyl-3-oxopentanenitrile), [OH-].[Na+] (sodium hydroxide), Cl.NO (hydroxylamine hydrochloride), Cl (HCl). Solvent: C(C)O (ethanol), O (water). Reaction conditions: temperature 60 celsius, time 2 hour. Product: NC1=NOC(=C1)C(CO)(C)C (2-(3-aminoisoxazol-5-yl)-2-methylpropan-1-ol). Isolated yield 54.2%. As a reaction SMILES: [OH:1][CH2:2][C:3]([CH3:10])([CH3:9])[C:4](=[O:8])[CH2:5][C:6]#[N:7].[OH-].[Na+].Cl.[NH2:14]O.Cl>C(O)C.O>[NH2:7][C:6]1[CH:5]=[C:4]([C:3]([CH3:10])([CH3:9])[CH2:2][OH:1])[O:8][N:14]=1 |f:1.2,3.4|. Reported procedure: A mixture of 5-hydroxy-4,4-dimethyl-3-oxopentanenitrile from Step B (1 g, 7.09 mmol), sodium hydroxide (378 mg, 9.45 mmol), and hydroxylamine hydrochloride (656 mg, 9.43 mmol) in a mixture of ethanol (100 mL) and water (100 mL), was heated at 60° C. for 22 h. After cooling to rt, concentrated HCl (1 g) was added and stirred at 50° C. for 2 h followed by 80° C. for a further 1 h. After concentration under reduced pressure, the mixture was treated with 30% sodium hydroxide solution and extracted w...